This data is from the Open Reaction Database (ORD), a public repository of structured organic reaction records. The task is: describe an organic reaction: reactants, conditions, products, and yield Reactants: O (water), CC=1C(=NC(=NC1)N1N=CC(=C1)C(F)(F)F)S(=O)(=O)C (5-methyl-4-methylsulfonyl-2-(4-trifluoromethyl-1H-1-pyrazolyl)pyrimidine), OC1=CSC(=C1)C(F)(F)F (3-hydroxy-5-trifluoromethylthiophene), C(=O)([O-])[O-].[K+].[K+] (K2CO3). Solvent: CN(C)C=O (DMF). Conditions: temperature 60 celsius, time 6 hour. Yields the product CC=1C(=NC(=NC1)N1N=CC(=C1)C(F)(F)F)OC1=CSC(=C1)C(F)(F)F (5-methyl-2-(4-trifluoromethyl-1H-1-pyrazolyl)-4-(5-trifluoromethyl-3-thienyloxy)pyrimidine). Isolated yield 48.8%. RXN SMILES: [CH3:1][C:2]1[C:3](S(C)(=O)=O)=[N:4][C:5]([N:8]2[CH:12]=[C:11]([C:13]([F:16])([F:15])[F:14])[CH:10]=[N:9]2)=[N:6][CH:7]=1.[OH:21][C:22]1[CH:26]=[C:25]([C:27]([F:30])([F:29])[F:28])[S:24][CH:23]=1.C([O-])([O-])=O.[K+].[K+].O>CN(C=O)C>[CH3:1][C:2]1[C:3]([O:21][C:22]2[CH:26]=[C:25]([C:27]([F:30])([F:29])[F:28])[S:24][CH:23]=2)=[N:4][C:5]([N:8]2[CH:12]=[C:11]([C:13]([F:14])([F:15])[F:16])[CH:10]=[N:9]2)=[N:6][CH:7]=1 |f:2.3.4|. Reported procedure: A mixture of 0.8 g (2.6 mmol) of 5-methyl-4-methylsulfonyl-2-(4-trifluoromethyl-1H-1-pyrazolyl)pyrimidine, 0.44 g (2.6 mmol) of 3-hydroxy-5-trifluoromethylthiophene and 0.72 g (5.2 mmol) of K2CO3 in 10 ml of DMF is stirred at 60° C. for 6 h and then at RT for 48 h. It is subsequently poured into 20 ml of water and extracted with four times 15 ml of CH2Cl2. The combined organic phase is dried over Na2SO4, filtered and concentrated. Chromatographic purification on silica gel with heptane/ethyl ace... Reactants: B(OC(C)C)(OC(C)C)OC(C)C (triisopropyl borate), BrC1=C(COC2=CC=C(C=C2)OCCOC)C=C(C=C1)Cl (1-(2-bromo-5-chlorobenzyloxy)-4-(2-methoxyethoxy)benzene), [Li]CCCC (n-BuLi). Run in C1CCOC1 (THF). Reaction conditions: temperature -78 celsius, time 1 hour. The product is COCCOC1=CC=C(OCC2=C(C=CC(=C2)Cl)B(O)O)C=C1 (2-((4-(2-methoxyethoxy)phenoxy)methyl)-4-chlorophenylboronic acid). Yield: 69.3%. RXN SMILES: Br[C:2]1[CH:20]=[CH:19][C:18]([Cl:21])=[CH:17][C:3]=1[CH2:4][O:5][C:6]1[CH:11]=[CH:10][C:9]([O:12][CH2:13][CH2:14][O:15][CH3:16])=[CH:8][CH:7]=1.[B:22](OC(C)C)([O:27]C(C)C)[O:23]C(C)C.[Li]CCCC>C1COCC1>[CH3:16][O:15][CH2:14][CH2:13][O:12][C:9]1[CH:10]=[CH:11][C:6]([O:5][CH2:4][C:3]2[CH:17]=[C:18]([Cl:21])[CH:19]=[CH:20][C:2]=2[B:22]([OH:27])[OH:23])=[CH:7][CH:8]=1. Reported procedure: In a flask, 1.8 g (4.8 mmol) of the compound obtained in Step 2 was dissolved in 10 ml of anhydrous THF, and 1.34 ml (5.8 mmol) of triisopropyl borate was added thereto. The flask was cooled to −78° C. over a dry ice-acetone bath, 2.3 ml (5.8 mmol) of 2.5 M n-BuLi (in hexane) was added dropwise to the mixture over 15 min. After the reaction mixture was kept for 1 hour, the dry ice-acetone bath was removed, and 5 ml of 2 N HCl was added to the mixture. After stirring the mixture for 1 hour, the w... Reactants: NC=1N=[NH+]C(=CC1C)C1=CC=CC=C1 (3-amino-4-methyl-6-phenyl-pyridazinium), C(C#C)Br (propargyl bromide). Yields the product CC1=C(N=NC(=C1)C1=CC=CC=C1)NCC#C (4-Methyl-6-phenyl-3-(prop-2-ynylamino)-pyridazine). As a reaction SMILES: [NH2:1][C:2]1[N:3]=[NH+:4][C:5]([C:9]2[CH:14]=[CH:13][CH:12]=[CH:11][CH:10]=2)=[CH:6][C:7]=1[CH3:8].[CH2:15](Br)[C:16]#[CH:17]>>[CH3:8][C:7]1[CH:6]=[C:5]([C:9]2[CH:10]=[CH:11][CH:12]=[CH:13][CH:14]=2)[N:4]=[N:3][C:2]=1[NH:1][CH2:17][C:16]#[CH:15]. Procedure details: 4-Methyl-6-phenyl-3-(prop-2-ynylamino)-pyridazine is prepared by heating 7 g of 3-amino-4-methyl-6-phenyl-pyridazinium and 9 ml of propargyl bromide at 60° C. for 2 hours. After evaporation of the excess propargyl bromide, the residue is taken up in 300 ml of anhydrous benzene, and 1.77 g of sodium are added. The mixture is heated under reflux for 15 hours and the solution is then poured into excess solid carbon dioxide and left in contact therewith for several hours. Reactants: C(C)(C)(C)OC(=O)N[C@H](C(=O)OC)CC=O ((S)-methyl 2-((tert-butoxycarbonyl)amino)-4-oxobutanoate), ClC(C(=O)[O-])(F)F.[Na+] (sodium 2-chloro-2,2-difluoroacetate), C1(=CC=CC=C1)P(C1=CC=CC=C1)C1=CC=CC=C1 (triphenylphosphine). Run in CN(C=O)C (N,N-dimethylformamide). Run at temperature 115 celsius. The product is C(C)(C)(C)OC(=O)N[C@H](C(=O)OC)CC=C(F)F ((S)-methyl 2-((tert-butoxycarbonyl)amino)-5,5-difluoropent-4-enoate). Yield: 13.3%. RXN SMILES: [C:1]([O:5][C:6]([NH:8][C@@H:9]([CH2:14][CH:15]=O)[C:10]([O:12][CH3:13])=[O:11])=[O:7])([CH3:4])([CH3:3])[CH3:2].Cl[C:18]([F:23])([F:22])C([O-])=O.[Na+].C1(P(C2C=CC=CC=2)C2C=CC=CC=2)C=CC=CC=1>CN(C)C=O>[C:1]([O:5][C:6]([NH:8][C@@H:9]([CH2:14][CH:15]=[C:18]([F:23])[F:22])[C:10]([O:12][CH3:13])=[O:11])=[O:7])([CH3:2])([CH3:3])[CH3:4] |f:1.2|. Procedure details: A solution of (S)-methyl 2-((tert-butoxycarbonyl)amino)-4-oxobutanoate (5.97 g, 25.8 mmol), sodium 2-chloro-2,2-difluoroacetate (11.8 g, 77.0 mmol), triphenylphosphine (20.3 g, 77.0 mmol), and N,N-dimethylformamide (50 mL) was charged to a 500 mL 3-necked flask and heated to 115° C. for 15 min. The resulting mixture was filtered through diatomaceous earth (Celite®) and concentrated under reduced pressure. The crude material was purified over SiO2 (5-40% ethyl acetate/hexanes gradient elution) to... Reactants: C1=CC=C(C=C1)NS(=O)(=O)C(F)(F)F (N-phenyltriflamide), C(=O)(OC(C)(C)C)N1C(CCCC1)=O (N-Boc-piperidone), O1CCCC1 (tetrahydrofuran), C(C)(C)NC(C)C.[Li] (lithium diisopropylamine), solution, O1CCCC1 (tetrahydrofuran). Conditions: temperature 0 celsius, time 2 hour. Product: FC(S(=O)(=O)OC=1CCN(CC1)C(=O)OC(C)(C)C)(F)F (tert-butyl 4-{[(trifluoromethyl)sulfonyl]oxy}-3,6-dihydropyridine-1(2H)-carboxylate). Reaction SMILES: [C:1]([N:8]1[CH2:13][CH2:12][CH2:11][CH2:10][C:9]1=O)([O:3][C:4]([CH3:7])([CH3:6])[CH3:5])=[O:2].C(NC(C)C)(C)C.[Li].C1C=CC(N[S:30]([C:33]([F:36])([F:35])[F:34])(=[O:32])=[O:31])=CC=1.[O:37]1CCCC1>>[F:34][C:33]([F:36])([F:35])[S:30]([O:37][C:11]1[CH2:10][CH2:9][N:8]([C:1]([O:3][C:4]([CH3:7])([CH3:6])[CH3:5])=[O:2])[CH2:13][CH:12]=1)(=[O:32])=[O:31] |f:1.2,^1:21|. Procedure details: To a −70° C. stirred solution of N-Boc-piperidone (500 mg, 2.5 mmol) in tetrahydrofuran (11 mL) was added lithium diisopropylamine (1.37 mL of a 2 M solution in tetrahydrofuran, 2.75 mmol). The reaction mixture was stirred for 2 h, warmed to 0° C., and N-phenyltriflamide (955 mg, 2.67 mmol) was added. The solution was allowed to warm to room temperature and was stirred for 12 h. The reaction mixture was concentrated under reduced pressure. Purification by flash column chromatography (3:1 hexanes... The reactants are Cl (hydrochloric acid), [OH-].[Na+] (sodium hydroxide), C(C)C1(CSC2=CC(=CC=C2C1CCCCCCCCC(C(=O)OCC)CCCCCCC(C(F)(F)F)(F)F)O)C1=CC=C(C=C1)O (ethyl 10-[(3RS,4RS)-3-ethyl-7-hydroxy-3-(4-hydroxyphenyl)thiochroman-4-yl]-2-(7,7,8,8,8-pentafluorooctyl)decanoate). Run in O (water), C(C)O (ethanol). The product is C(C)C1(CSC2=CC(=CC=C2C1CCCCCCCCC(C(=O)O)CCCCCCC(C(F)(F)F)(F)F)O)C1=CC=C(C=C1)O (10-[(3RS,4RS)-3-ethyl-7-hydroxy-3-(4-hydroxyphenyl)thiochroman-4-yl]-2-(7,7,8,8,8-pentafluoro-octyl)decanoic acid). Isolated yield 89.9%. Reaction SMILES: [OH-].[Na+].[CH2:3]([C:5]1([C:43]2[CH:48]=[CH:47][C:46]([OH:49])=[CH:45][CH:44]=2)[CH:14]([CH2:15][CH2:16][CH2:17][CH2:18][CH2:19][CH2:20][CH2:21][CH2:22][CH:23]([CH2:29][CH2:30][CH2:31][CH2:32][CH2:33][CH2:34][C:35]([F:41])([F:40])[C:36]([F:39])([F:38])[F:37])[C:24]([O:26]CC)=[O:25])[C:13]2[C:8](=[CH:9][C:10]([OH:42])=[CH:11][CH:12]=2)[S:7][CH2:6]1)[CH3:4].Cl>O.C(O)C>[CH2:3]([C:5]1([C:43]2[CH:48]=[CH:47][C:46]([OH:49])=[CH:45][CH:44]=2)[CH:14]([CH2:15][CH2:16][CH2:17][CH2:18][CH2:19][CH2:20][CH2:21][CH2:22][CH:23]([CH2:29][CH2:30][CH2:31][CH2:32][CH2:33][CH2:34][C:35]([F:41])([F:40])[C:36]([F:38])([F:37])[F:39])[C:24]([OH:26])=[O:25])[C:13]2[C:8](=[CH:9][C:10]([OH:42])=[CH:11][CH:12]=2)[S:7][CH2:6]1)[CH3:4] |f:0.1|. Procedure: A solution of sodium hydroxide (325 mg) in water (4 ml) was added to a solution of ethyl 10-[(3RS,4RS)-3-ethyl-7-hydroxy-3-(4-hydroxyphenyl)thiochroman-4-yl]-2-(7,7,8,8,8-pentafluorooctyl)decanoate (558 mg, 0.81 mmol) in ethanol (8 ml). The reaction mixture was heated under reflux for 12 hours. Dilute hydrochloric acid was added to the reaction mixture, which was then extracted with ethyl acetate. The organic layer was washed with water and saturated aqueous sodium chloride, and then dried over ... Reactants: ClC1=CC=C(N=N1)C(=O)OCCCC (butyl 6-chloropyridazine-3-carboxylate), N (ammonia). Solvent: C1CCOC1 (THF). Conditions: time 8 hour. The product is ClC1=CC=C(N=N1)C(=O)N (6-chloropyridazine-3-carboxamide). Isolated yield 49.0%. RXN SMILES: [Cl:1][C:2]1[N:7]=[N:6][C:5]([C:8]([O:10]CCCC)=O)=[CH:4][CH:3]=1.[NH3:15]>C1COCC1>[Cl:1][C:2]1[N:7]=[N:6][C:5]([C:8]([NH2:15])=[O:10])=[CH:4][CH:3]=1. Procedure details: A solution of the chloro pyridazine compound from the previous step (51 g, 0.238 mole) in THF (375 ml) was treated with methanolic ammonia (saturated, 80 ml). The reaction was allowed to stand at ambient temperature overnight. The precipitate was filtered and dried to give 6-chloropyridazine-3-carboxamide as a pink solid (18.2 g, 49%). [Further material could be obtained by evaporating the filtrate (at reduced pressure) and treating the residue with THF (100 ml) and methanolic ammonia (40 ml). T... Starting materials: OCc1ccc(OC(F)(F)F)c(Br)c1, ClCCl, [K+], [K+], O=[Cr](=O)([O-])O[Cr](=O)(=O)[O-], O, O=S(=O)(O)O. Product: O=Cc1ccc(OC(F)(F)F)c(Br)c1. As a reaction SMILES: [Br:7][c:8]1[cH:9][c:10]([CH2:11][OH:12])[cH:13][cH:14][c:15]1[O:16][C:17]([F:18])([F:19])[F:20].[CH2:32]([Cl:33])[Cl:34].[K+:21].[K+:22].[O-:23][Cr:24]([O:25][Cr:26](=[O:27])(=[O:28])[O-:29])(=[O:30])=[O:31].[OH2:6].[S:1](=[O:2])(=[O:3])([OH:4])[OH:5]>>[Br:7][c:8]1[cH:9][c:10]([CH:11]=[O:12])[cH:13][cH:14][c:15]1[O:16][C:17]([F:18])([F:19])[F:20]. The reactants are C(C)(=O)OC1=COC2=C1C=CC(=C2)C (6-methyl-1-benzofuran-3-yl acetate). Solvent: O (water), Cl (HCl), CO (methanol), O (water). Yields the product CC1=CC2=C(C(CO2)=O)C=C1 (6-methyl-2,3-dihydro-1-benzofuran-3-one). Isolated yield 84.5%. Reaction SMILES: C([O:4][C:5]1[C:9]2[CH:10]=[CH:11][C:12]([CH3:14])=[CH:13][C:8]=2[O:7][CH:6]=1)(=O)C>Cl.CO.O>[CH3:14][C:12]1[CH:11]=[CH:10][C:9]2[C:5](=[O:4])[CH2:6][O:7][C:8]=2[CH:13]=1. Reported procedure: A solution of 6-methyl-1-benzofuran-3-yl acetate (3.8 g, 19.98 mmol) in HCl (4 mL, conc), methanol (160 mL), and water (40 mL) was heated under reflux for 1.5 h, the reaction mixture was cooled to room temperature, dissolved in water (200 mL) and filtered to give 6-methyl-2,3-dihydro-1-benzofuran-3-one as a white solid (2.5 g, 82%).